This data is from the Open Reaction Database (ORD), a public repository of structured organic reaction records. The task is: describe an organic reaction: reactants, conditions, products, and yield Reactants: ClCCl, CC(C)(C)OC(=O)Nc1nc2ccc(Sc3nnc4ccc(-c5ccc(F)cc5)nn34)cc2s1, O=C(O)C(F)(F)F. Yields the product Nc1nc2ccc(Sc3nnc4ccc(-c5ccc(F)cc5)nn34)cc2s1. RXN SMILES: [Cl:42][CH2:43][Cl:44].[F:8][c:9]1[cH:10][cH:11][c:12](-[c:15]2[cH:16][cH:17][c:18]3[n:19]([n:20]2)[c:21]([S:24][c:25]2[cH:26][c:27]4[c:28]([n:29][c:30]([NH:32][C:33](=[O:34])[O:35][C:36]([CH3:37])([CH3:38])[CH3:39])[s:31]4)[cH:40][cH:41]2)[n:22][n:23]3)[cH:13][cH:14]1.[OH:1][C:2]([C:3]([F:4])([F:5])[F:6])=[O:7]>>[F:8][c:9]1[cH:10][cH:11][c:12](-[c:15]2[cH:16][cH:17][c:18]3[n:19]([n:20]2)[c:21]([S:24][c:25]2[cH:26][c:27]4[c:28]([n:29][c:30]([NH2:32])[s:31]4)[cH:40][cH:41]2)[n:22][n:23]3)[cH:13][cH:14]1. The reactants are N1=CC=C(C=C1)CC1(C2=CC=CC=C2C=2C=CC(=CC12)C(C)=O)CC1=CC=NC=C1 (9,9-bis(4-pyridinylmethyl)-2-acetylfluorene), [BH4-].[Na+] (sodium borohydride). Solvent: C(C)O (ethanol). Yields the product N1=CC=C(C=C1)CC1(C2=CC=CC=C2C=2C=CC(=CC12)C(C)O)CC1=CC=NC=C1 (9,9-Bis(4-pyridinylmethyl)-2-(1-hydroxyethyl)fluorene). As a reaction SMILES: [N:1]1[CH:6]=[CH:5][C:4]([CH2:7][C:8]2([CH2:24][C:25]3[CH:30]=[CH:29][N:28]=[CH:27][CH:26]=3)[C:20]3[CH:19]=[C:18]([C:21](=[O:23])[CH3:22])[CH:17]=[CH:16][C:15]=3[C:14]3[C:9]2=[CH:10][CH:11]=[CH:12][CH:13]=3)=[CH:3][CH:2]=1.[BH4-].[Na+]>C(O)C>[N:1]1[CH:6]=[CH:5][C:4]([CH2:7][C:8]2([CH2:24][C:25]3[CH:30]=[CH:29][N:28]=[CH:27][CH:26]=3)[C:20]3[CH:19]=[C:18]([CH:21]([OH:23])[CH3:22])[CH:17]=[CH:16][C:15]=3[C:14]3[C:9]2=[CH:10][CH:11]=[CH:12][CH:13]=3)=[CH:3][CH:2]=1 |f:1.2|. Procedure details: To 300 mg of 9,9-bis(4-pyridinylmethyl)-2-acetylfluorene was dissolved in 5 ml of ethanol cooled to 0° was added 100 mg of sodium borohydride. The reaction mixture was warmed to room temperature overnight, quenched with water and methanol and the solvents evaporated. The residue was partitioned between ethyl acetate and 1N NaOH, washed with water, brine, dried (MgSO4) and evaporated. Recrystallization from ethanol yielded product. NMR (CDCl3, 200 MHz) δ: 1.50(d,J=6.5 Hz, 3H), 3.39(s,4H), 4.92(q,... Reactants: CC=1NC(=C(C(C1C(=O)O)C1=C(C(=CC=C1)Cl)Cl)CC(=O)O)C (1,4-dihydro-2,6-dimethyl-4-(2',3'-dichorophenyl)-5-carboxymethyl-3-pyridinecarboxylic acid), C([O-])(O)=O.[Na+] (sodium bicarbonate), CN(C)C=O (DMF), C(CCC)(=O)OCCl (chloromethyl butyrate). Conditions: temperature 80 celsius. The product is ClC1=C(C=CC=C1Cl)C1C(=C(NC(=C1C(=O)OC)C)C)C(=O)OCOC(CCC)=O (Butyroxymethyl methyl 4-(2',3'-dichlorophenyl)-2,6-dimethyl-1,4-dihydropyridine-3,5-dicarboxylat). Yield: 66.0%. Reaction SMILES: [CH3:1][C:2]1[NH:3][C:4]([CH3:23])=[C:5]([CH2:19]C(O)=O)[CH:6]([C:11]2[CH:16]=[CH:15][CH:14]=[C:13]([Cl:17])[C:12]=2[Cl:18])[C:7]=1[C:8]([OH:10])=[O:9].[C:24](=O)(O)[O-:25].[Na+].[C:29]([O:34][CH2:35]Cl)(=[O:33])[CH2:30][CH2:31][CH3:32].CN(C=[O:41])C>>[Cl:18][C:12]1[C:13]([Cl:17])=[CH:14][CH:15]=[CH:16][C:11]=1[CH:6]1[C:5]([C:19]([O:25][CH3:24])=[O:41])=[C:4]([CH3:23])[NH:3][C:2]([CH3:1])=[C:7]1[C:8]([O:10][CH2:35][O:34][C:29](=[O:33])[CH2:30][CH2:31][CH3:32])=[O:9] |f:1.2|. Reported procedure: To a stirred mixture of 1,4-dihydro-2,6-dimethyl-4-(2',3'-dichorophenyl)-5-carboxymethyl-3-pyridinecarboxylic acid (2.62 g, 7.35 mmol) and sodium bicarbonate (1.26 g, 15 mmol) in DMF (130 ml) under nitrogen atmosphere was added chloromethyl butyrate (1.53 g, 11.21 mmol). The reaction mixture was heated at 80° C. for 24 h. Workup by filtration followed by evaporation of solvent. The crude residue was chromatographed on silica gel with 45% ethyl acetate in isooctane. Recrystallization from diisopr... The reactants are CCC(C)C(NC(=O)OC(C)(C)C)C(=O)C1CCCC1, Cl. Product: CCC(C)C([NH3+])C(=O)C1CCCC1, [Cl-]. As a reaction SMILES: [CH:1]1([C:6](=[O:7])[CH:8]([CH:9]([CH2:10][CH3:11])[CH3:12])[NH:13][C:14](=[O:15])[O:16][C:17]([CH3:18])([CH3:19])[CH3:20])[CH2:2][CH2:3][CH2:4][CH2:5]1.[ClH:21]>>[CH:1]1([C:6](=[O:7])[CH:8]([CH:9]([CH2:10][CH3:11])[CH3:12])[NH3+:13])[CH2:2][CH2:3][CH2:4][CH2:5]1.[Cl-:21]. The reactants are NC1CCCCCC1, O=C(Nc1nc2cc(C(F)(F)F)cc(Cl)n2n1)c1cccnc1. Product: O=C(Nc1nc2cc(C(F)(F)F)cc(NC3CCCCCC3)n2n1)c1cccnc1. Reaction SMILES: [CH:24]1([NH2:31])[CH2:25][CH2:26][CH2:27][CH2:28][CH2:29][CH2:30]1.[Cl:1][c:2]1[cH:3][c:4]([C:20]([F:21])([F:22])[F:23])[cH:5][c:6]2[n:7]1[n:8][c:9]([NH:11][C:12]([c:13]1[cH:14][n:15][cH:16][cH:17][cH:18]1)=[O:19])[n:10]2>>[c:2]1([NH:31][CH:24]2[CH2:25][CH2:26][CH2:27][CH2:28][CH2:29][CH2:30]2)[cH:3][c:4]([C:20]([F:21])([F:22])[F:23])[cH:5][c:6]2[n:7]1[n:8][c:9]([NH:11][C:12]([c:13]1[cH:14][n:15][cH:16][cH:17][cH:18]1)=[O:19])[n:10]2. Reactants: [C@@H]12S(C[C@@H](NC1)C2)(=O)=O ((1S,4S)-2-thia-5-azabicyclo[2.2.1]heptane 2,2-dioxide), P(=O)([O-])([O-])[O-].[K+].[K+].[K+] (potassium phosphate), BrCCO (2-bromoethanol), [I-].[K+] (potassium iodide). Run in C(C)#N (acetonitrile). Conditions: temperature 120 celsius. The product is OCCN1[C@@H]2CS([C@H](C1)C2)(=O)=O ((1S,4S)-5-(2-hydroxyethyl)-2-thia-5-azabicyclo[2.2.1]heptane 2,2-dioxide). The yield is 71.0%. Reaction SMILES: [C@H:1]12[CH2:7][C@H:4]([NH:5][CH2:6]1)[CH2:3][S:2]2(=[O:9])=[O:8].P([O-])([O-])([O-])=O.[K+].[K+].[K+].Br[CH2:19][CH2:20][OH:21].[I-].[K+]>C(#N)C>[OH:21][CH2:20][CH2:19][N:5]1[CH2:6][C@@H:1]2[CH2:7][C@H:4]1[CH2:3][S:2]2(=[O:9])=[O:8] |f:1.2.3.4,6.7|. Reported procedure: A mixture of (1S,4S)-2-thia-5-azabicyclo[2.2.1]heptane 2,2-dioxide (65 mg, 0.442 mmol), potassium phosphate (375 mg, 1.766 mmol), 2-bromoethanol (221 mg, 1.766 mmol) and potassium iodide (147 mg, 0.883 mmol) in acetonitrile (2 mL) was heated up at 120° C. for 4 hours. The reaction mixture was concentrated under reduced pressure and purified in silica gel with 0-15% methanol/ethyl acetate to provide the title product (60 mg, 71% yield) as a white solid. LCMS: m/e 192.07 (M+H)+, 0.87 min (method 2... Starting materials: N1C(CCC1)C1=CC=NC=C1 ((RS)-4-(2-pyrrolidinyl)-pyridine), C1(=CC=C(C=C1)S(=O)(=O)Cl)C (toluene-4-sulfonyl chloride). Product: C1(=CC=C(C=C1)S(=O)(=O)N1C(CCC1)C1=CC=NC=C1)C ((RS)-4-[1-(Toluene-4-sulfonyl)-pyrrolidin-2-yl]-pyridine). Reaction SMILES: [NH:1]1[CH2:5][CH2:4][CH2:3][CH:2]1[C:6]1[CH:11]=[CH:10][N:9]=[CH:8][CH:7]=1.[C:12]1([CH3:22])[CH:17]=[CH:16][C:15]([S:18](Cl)(=[O:20])=[O:19])=[CH:14][CH:13]=1>>[C:12]1([CH3:22])[CH:17]=[CH:16][C:15]([S:18]([N:1]2[CH2:5][CH2:4][CH2:3][CH:2]2[C:6]2[CH:7]=[CH:8][N:9]=[CH:10][CH:11]=2)(=[O:20])=[O:19])=[CH:14][CH:13]=1. Reported procedure: The title compound, pale brown solid, m.p. 158° C. and MS: m/e=302 (M+) was prepared in accordance with the general method of example 1e from (RS)-4-(2-pyrrolidinyl)-pyridine and toluene-4-sulfonyl chloride.